From a dataset of the Open Reaction Database (ORD), a public repository of structured organic reaction records. describe an organic reaction: reactants, conditions, products, and yield The reactants are indoquinone-Naloxone, BrCCCC(=O)OC(C)(C)C (t-butyl 4-bromobutanoate), CC=1NC2=CC=C(C=C2C1)OC (2-methyl-5-methoxyindole), [H-].[Na+] (sodium hydride). Product: C(=O)C1=CNC2=CC=CC=C12 (3-formyl indole). Reaction SMILES: C[C:2]1[NH:3][C:4]2[C:9]([CH:10]=1)=[CH:8][C:7](OC)=[CH:6][CH:5]=2.[H-].[Na+].BrCCC[C:19](OC(C)(C)C)=[O:20]>>[CH:19]([C:10]1[C:9]2[C:4](=[CH:5][CH:6]=[CH:7][CH:8]=2)[NH:3][CH:2]=1)=[O:20] |f:1.2|. Procedure: Synthesis of the indoquinone-Naloxone linker involves multiple steps. Starting from 2-methyl-5-methoxyindole, alkylation on nitrogen with sodium hydride and t-butyl 4-bromobutanoate, followed by formylation provides the 3-formyl indole. After the nitration reaction, the 4-NO2 group is reduced to the amino group. Treatment with Fremy's salt produces the indoquinone structure. The 3-formyl group is reduced and converted to 4-NO2-phenyl carbonate compound A. Morphine is converted to the carbamate c...